Dataset: the Open Reaction Database (ORD), a public repository of structured organic reaction records. Task: describe an organic reaction: reactants, conditions, products, and yield Product: C1CN(CC2CO2)CCO1. Reactants: ClCCl, C1COCCN1, ClCC1CO1, [H-], [Na+], C1CCOC1. As a reaction SMILES: [CH2:14]([Cl:15])[Cl:16].[CH2:3]1[CH2:4][O:5][CH2:6][CH2:7][NH:8]1.[Cl:9][CH2:10][CH:11]1[CH2:12][O:13]1.[H-:1].[Na+:2].[O:17]1[CH2:18][CH2:19][CH2:20][CH2:21]1>>[CH2:3]1[CH2:4][O:5][CH2:6][CH2:7][N:8]1[CH2:10][CH:11]1[CH2:12][O:13]1. Reactants: ClC1=C(C=C(C=C1)C(C)(C)C1=CN=C(N1C1=CC=C(C=C1)F)SCC1=C(C=C(OCCO)C=C1F)F)OC (2-(4-((5-(2-(4-chloro-3-methoxyphenyl)propan-2-yl)-1-(4-fluorophenyl)-1H-imidazol-2-ylthio)methyl)-3,5-difluorophenoxy)ethanol), C1=CC=C(C=C1)P(C2=CC=CC=C2)C3=CC=CC=C3 (PPh3), C(C)(C)(C)OC(=O)NC(=N)NC(=O)OC(C)(C)C (1,3-bis(tert-butoxycarbonyl)guanidine), CC(C)OC(=O)/N=N/C(=O)OC(C)C (DIAD). Solvent: CCOC(=O)C (EtOAc), C1CCOC1 (THF). Conditions: time 8 hour. The product is C(C)(C)(C)OC(N=C(NCCOC1=CC(=C(C(=C1)F)CSC=1N(C(=CN1)C(C)(C)C1=CC(=C(C=C1)Cl)OC)C1=CC=C(C=C1)F)F)NC(=O)OC(C)(C)C)=O (tert-butyl(tert-butoxycarbonylamino)(2-(4-((5-(2-(4-chloro-3-methoxyphenyl)propan-2-yl)-1-(4-fluorophenyl)-1H-imidazol-2-ylthio)methyl)-3,5-difluorophenoxy)ethylamino)methylenecarbamate). Yield: 128.5%. Reaction SMILES: [Cl:1][C:2]1[CH:7]=[CH:6][C:5]([C:8]([C:11]2[N:15]([C:16]3[CH:21]=[CH:20][C:19]([F:22])=[CH:18][CH:17]=3)[C:14]([S:23][CH2:24][C:25]3[C:34]([F:35])=[CH:33][C:28]([O:29][CH2:30][CH2:31]O)=[CH:27][C:26]=3[F:36])=[N:13][CH:12]=2)([CH3:10])[CH3:9])=[CH:4][C:3]=1[O:37][CH3:38].C1C=CC(P(C2C=CC=CC=2)C2C=CC=CC=2)=CC=1.[C:58]([O:62][C:63]([NH:65][C:66]([NH:68][C:69]([O:71][C:72]([CH3:75])([CH3:74])[CH3:73])=[O:70])=[NH:67])=[O:64])([CH3:61])([CH3:60])[CH3:59].CC(OC(/N=N/C(OC(C)C)=O)=O)C>C1COCC1.CCOC(C)=O>[C:72]([O:71][C:69](=[O:70])[N:68]=[C:66]([NH:65][C:63]([O:62][C:58]([CH3:61])([CH3:60])[CH3:59])=[O:64])[NH:67][CH2:31][CH2:30][O:29][C:28]1[CH:33]=[C:34]([F:35])[C:25]([CH2:24][S:23][C:14]2[N:15]([C:16]3[CH:17]=[CH:18][C:19]([F:22])=[CH:20][CH:21]=3)[C:11]([C:8]([C:5]3[CH:6]=[CH:7][C:2]([Cl:1])=[C:3]([O:37][CH3:38])[CH:4]=3)([CH3:10])[CH3:9])=[CH:12][N:13]=2)=[C:26]([F:36])[CH:27]=1)([CH3:75])([CH3:74])[CH3:73]. Reported procedure: To a solution of 2-(4-((5-(2-(4-chloro-3-methoxyphenyl)propan-2-yl)-1-(4-fluorophenyl)-1H-imidazol-2-ylthio)methyl)-3,5-difluorophenoxy)ethanol (153 mg, 0.27 mmol) in THF (0.39 mL) were added PPh3 (107 mg, 0.41 mmol), 1,3-bis(tert-butoxycarbonyl)guanidine (144 mg, 0.55 mmol) and DIAD (85 μL, 0.41 mmol). After stirring overnight, the reaction mixture was diluted with EtOAc, washed with H2O and brine, dried over Na2SO4 and concentrated. The crude material was purified by flash chromatography (80% ... The reactants are 2-amino-4-chloro-N-methyldiphenylamine, C(C)N1CCC(C(=O)Cl)CC1 (1-ethylisonipecotoyl chloride), ClC=1C=CC(=C(NC(C2CCN(CC2)CC)=O)C1)N(C1=CC=CC=C1)C (5'-chloro-1-ethyl-2'-(N-methylanilino)-isonipecotanilide), P(=O)(Cl)(Cl)Cl (phosphorus oxychloride), O=P12OP3(=O)OP(=O)(O1)OP(=O)(O2)O3 (phosphorus pentoxide). Yields the product ClC=1C=CC2=C(N=C(C3=C(N2C)C=CC=C3)C3CCN(CC3)CC)C1 (8-chloro-11-(1-ethyl-4-piperidyl)-5-methyl-5H-dibenzo[b,e][1,4]diazepine). Reaction SMILES: C(N1CCC(C(Cl)=O)CC1)C.[Cl:12][C:13]1[CH:14]=[CH:15][C:16]([N:30]([CH3:37])[C:31]2[CH:36]=[CH:35][CH:34]=[CH:33][CH:32]=2)=[C:17]([CH:29]=1)[NH:18][C:19](=O)[CH:20]1[CH2:25][CH2:24][N:23]([CH2:26][CH3:27])[CH2:22][CH2:21]1.P(Cl)(Cl)(Cl)=O.O=P12OP3(OP(OP(O3)(O1)=O)(=O)O2)=O>>[Cl:12][C:13]1[CH:14]=[CH:15][C:16]2[N:30]([CH3:37])[C:31]3[CH:36]=[CH:35][CH:34]=[CH:33][C:32]=3[C:19]([CH:20]3[CH2:25][CH2:24][N:23]([CH2:26][CH3:27])[CH2:22][CH2:21]3)=[N:18][C:17]=2[CH:29]=1. Reported procedure: The general procedures of Example 1 are repeated. From 2-amino-4-chloro-N-methyldiphenylamine and 1-ethylisonipecotoyl chloride, 5'-chloro-1-ethyl-2'-(N-methylanilino)-isonipecotanilide is prepared. This intermediate is cyclized by heating with a mixture of phosphorus oxychloride and phosphorus pentoxide and, after isolation and purification by the methods described in Examples 1 and 2, 8-chloro-11-(1-ethyl-4-piperidyl)-5-methyl-5H-dibenzo[b,e][1,4]diazepine is obtained. Reactants: C(#N)C1=C(C=C(C=C1)N(CC(F)(F)F)CC(C(=O)OC)=C)C(F)(F)F (methyl 2-{[[4-cyano-3-(trifluoromethyl)phenyl](2,2,2-trifluoroethyl)amino]methyl}acrylate). Reagents/catalysts: [Pd] (Pd/C). Solvent: CCOC(=O)C (EtOAc), CCOC(=O)C (EtOAc). Conditions: time 15 minute. Product: C(#N)C1=C(C=C(C=C1)N(CC(C(=O)OC)C)CC(F)(F)F)C(F)(F)F (Methyl 3-[[4-cyano-3-(trifluoromethyl)phenyl](2,2,2-trifluoroethyl)amino]-2-methylpropanoate). The yield is 62.1%. As a reaction SMILES: [C:1]([C:3]1[CH:8]=[CH:7][C:6]([N:9]([CH2:15][C:16](=[CH2:21])[C:17]([O:19][CH3:20])=[O:18])[CH2:10][C:11]([F:14])([F:13])[F:12])=[CH:5][C:4]=1[C:22]([F:25])([F:24])[F:23])#[N:2]>CCOC(C)=O.[Pd]>[C:1]([C:3]1[CH:8]=[CH:7][C:6]([N:9]([CH2:10][C:11]([F:14])([F:13])[F:12])[CH2:15][CH:16]([CH3:21])[C:17]([O:19][CH3:20])=[O:18])=[CH:5][C:4]=1[C:22]([F:23])([F:25])[F:24])#[N:2]. Procedure: A suspension of 5% Pd/C (0.060 g) in EtOAc (3 mL) was stirred under an H2 atmosphere (balloon pressure) for 15 min. A solution of methyl 2-{[[4-cyano-3-(trifluoromethyl)phenyl](2,2,2-trifluoroethyl)amino]methyl}acrylate (0.090 g, 0.245 mmol) in EtOAc (3 mL) was added and the mixture stirred for 1 hr. The catalyst was filtered off and washed with EtOAc. The filtrate was concentrated and purified by silica gel chromatography to afford 0.056 g (62% yield) of the title compound: MS (ES) m/z 369 (M+1... The reactants are ClC=1C=CC(=C(C1)NS(=O)(=O)C=1OC2=C(C1)C=CC=C2)SCC2=CC(=CC=C2)NS(=O)(=O)C (N-[5-chloro-2-({3-[(methylsulfonyl)amino]benzyl}sulfanyl)phenyl]-1-benzofuran-2-sulfonamide), C1=CC(=CC(=C1)Cl)C(=O)OO (mCPBA). The solvent is C(Cl)Cl (CH2Cl2). Reaction conditions: time 1 hour. Product: ClC=1C=CC(=C(C1)NS(=O)(=O)C=1OC2=C(C1)C=CC=C2)S(=O)CC2=CC(=CC=C2)NS(=O)(=O)C (N-[5-chloro-2-({3-[(methylsulfonyl)amino]benzyl}sulfinyl)phenyl]-1-benzofuran-2-sulfonamide). Yield: 61.1%. Reaction SMILES: [Cl:1][C:2]1[CH:3]=[CH:4][C:5]([S:21][CH2:22][C:23]2[CH:28]=[CH:27][CH:26]=[C:25]([NH:29][S:30]([CH3:33])(=[O:32])=[O:31])[CH:24]=2)=[C:6]([NH:8][S:9]([C:12]2[O:13][C:14]3[CH:20]=[CH:19][CH:18]=[CH:17][C:15]=3[CH:16]=2)(=[O:11])=[O:10])[CH:7]=1.C1C=C(Cl)C=C(C(OO)=[O:42])C=1>C(Cl)Cl>[Cl:1][C:2]1[CH:3]=[CH:4][C:5]([S:21]([CH2:22][C:23]2[CH:28]=[CH:27][CH:26]=[C:25]([NH:29][S:30]([CH3:33])(=[O:32])=[O:31])[CH:24]=2)=[O:42])=[C:6]([NH:8][S:9]([C:12]2[O:13][C:14]3[CH:20]=[CH:19][CH:18]=[CH:17][C:15]=3[CH:16]=2)(=[O:11])=[O:10])[CH:7]=1. Reported procedure: To a solution of N-[5-chloro-2-({3-[(methylsulfonyl)amino]benzyl}sulfanyl)phenyl]-1-benzofuran-2-sulfonamide (124 mg, 0.237 mmol) in CH2Cl2 (5 ml) was added mCPBA (57 mg, ˜0.237 mmol) and the reaction was stirred at room temperature for 1 hour. The reaction mixture was directly loaded onto Celite and purified by flash column chromatography on silica gel (50-100% EtOAc in hexane) to yield the title compound (78 mg, 61%). Reactants: Cl.Cl.C1(=CC=CC=C1)C=NN1C(N(C(C1)=O)CCCCN1CCN(CC1)C)=O (1-phenylmethyleneamino-3-[4-(4-methyl-1-piperazinyl)butyl]-2,4-imidazolidinedione dihydrochloride), Cl (HCl), [H][H] (hydrogen). The reagents and catalysts are [Pd] (Pd/C). Run in O (H2O). Conditions: time 2 hour. Product: Cl.NN1C(N(C(C1)=O)CCCCN1CCN(CC1)C)=O (1-Amino-3-[4-(4-methyl-1-piperazinyl)butyl]-2,4-imidazolidinedione Hydrochloride). RXN SMILES: [ClH:1].Cl.C1(C=[N:10][N:11]2[CH2:15][C:14](=[O:16])[N:13]([CH2:17][CH2:18][CH2:19][CH2:20][N:21]3[CH2:26][CH2:25][N:24]([CH3:27])[CH2:23][CH2:22]3)[C:12]2=[O:28])C=CC=CC=1.Cl.[H][H]>[Pd].O>[ClH:1].[NH2:10][N:11]1[CH2:15][C:14](=[O:16])[N:13]([CH2:17][CH2:18][CH2:19][CH2:20][N:21]2[CH2:22][CH2:23][N:24]([CH3:27])[CH2:25][CH2:26]2)[C:12]1=[O:28] |f:0.1.2,7.8|. Procedure: A mixture of 1-phenylmethyleneamino-3-[4-(4-methyl-1-piperazinyl)butyl]-2,4-imidazolidinedione dihydrochloride (8.04 g, 0.0187 mole), 2N HCl (125 ml) and 5% Pd/C:50% H2O (1.5 g, is subjected to hydrogen on a Parr apparatus at 40 psi at ambient temperature. After 2 hours, the catalyst is removed by filtration. The filtrate is divided into two equal portions. Each is concentrated under reduced pressure on a rotary evaporator to an oily residue of 1-amino-3-[4-(4-methyl-1-piperazinyl)butyl]-2,4-imi... Reactants: NC1=CC=C2C(=CNC2=C1)CCN(C)C (6-Amino-3-(2-dimethylaminoethyl)indole), ClC1=NC=CC=C1C(F)(F)F (2-chloro-3-trifiuoromethylpyridine), N1=CC=CC=C1 (Pyridine). The solvent is CN(C=O)C (N,N-dimethylformamide). Reaction conditions: temperature 153 celsius. Yields the product CN(CCC1=CNC2=CC=C(C=C12)NC1=NC=CC=C1C(F)(F)F)C (3-(2-Dimethylaminoethyl)-5-(3-trifluoromethylpyrid-2-ylamino)-1H-indole). Yield: 10.0%. Reaction SMILES: N[C:2]1[CH:10]=[C:9]2[C:5]([C:6]([CH2:11][CH2:12][N:13]([CH3:15])[CH3:14])=[CH:7][NH:8]2)=[CH:4][CH:3]=1.Cl[C:17]1[C:22]([C:23]([F:26])([F:25])[F:24])=[CH:21][CH:20]=[CH:19][N:18]=1.[N:27]1C=CC=CC=1>CN(C)C=O>[CH3:14][N:13]([CH3:15])[CH2:12][CH2:11][C:6]1[C:5]2[C:9](=[CH:10][CH:2]=[C:3]([NH:27][C:17]3[C:22]([C:23]([F:26])([F:25])[F:24])=[CH:21][CH:20]=[CH:19][N:18]=3)[CH:4]=2)[NH:8][CH:7]=1. Procedure: 6-Amino-3-(2-dimethylaminoethyl)indole and 2-chloro-3-trifiuoromethylpyridine were used. Pyridine was used as base, N,N-dimethylformamide was used as solvent, and the reaction was heated at reflux (153° C.) for 18 hours. Chromatography afforded the title compound (10%) as a clear, pale brown oil: 13C NMR (CD3OD) δ155.4, 152.3, 136.9, 136.1, 131.7, 129.0, 124.0, 120.9, 115.7, 113.9, 113.5, 112.5, 110.5, 61.4, 45.4, 24.3; LRMS (m/z, relative intensity) 348 (100, M+), 303 (16), 290 (28), 268 (11), ... The reactants are OC=1C=CC=C2C=CC(=NC12)C(=O)O (8-Hydroxyquinoline-2-carboxylic acid), [N+](=[N-])=C (Diazomethane). The solvent is O1CCCC1 (tetrahydrofuran). Product: OC=1C=CC=C2C=CC(=NC12)C(=O)OC (Methyl 8-hydroxyquinoline-2-carboxylate). The yield is 71.6%. Reaction SMILES: [OH:1][C:2]1[CH:3]=[CH:4][CH:5]=[C:6]2[C:11]=1[N:10]=[C:9]([C:12]([OH:14])=[O:13])[CH:8]=[CH:7]2.[N+](=[CH2:17])=[N-]>O1CCCC1>[OH:1][C:2]1[CH:3]=[CH:4][CH:5]=[C:6]2[C:11]=1[N:10]=[C:9]([C:12]([O:14][CH3:17])=[O:13])[CH:8]=[CH:7]2. Procedure details: 8-Hydroxyquinoline-2-carboxylic acid (2.08 g) and tetrahydrofuran (200 ml) were combined and stirred with ice bath cooling. Diazomethane (approx. 16.6 mmol in solution in diethyl ether) was then added and the whole stirred for 1.5 h as it slowly warmed to room temperature. Nitrogen was blown through the reaction mixture to purge any excess diazomethane and the solution was evaporated in vacuo to give the title compound (1.6 g). The reactants are [Cl-].[Li+] (Lithium chloride), [BH4-].[Na+] (sodium borohydride), C(C)OC(=O)CC(O)[C@H]1N(CCC1)C(=O)[C@H]1N(CCC1)C(=O)NCC1=CC=CC=C1 ((S)-2-[[(S)-2-[2-(ethoxycarbonyl)1-hydroxyethyl]-1-pyrrolidinyl]carbonyl]-N-(phenylmethyl)-1-pyrrolidinecarboxamide). Conditions: time 8 hour. Yields the product OC(CCO)[C@H]1N(CCC1)C(=O)[C@H]1N(CCC1)C(=O)NCC1=CC=CC=C1 ((S)-2-[[(S)-2-(1,3-Dihydroxypropyl)-1-pyrrolidinyl]carbonyl]-N-(phenylmethyl)-1-pyrrolidinecarboxamide). The yield is 82.7%. Reported procedure: Lithium chloride (0.678 g) and sodium borohydride (0.605 g) were added to a solution of (S)-2-[[(S)-2-[2-(ethoxycarbonyl)1-hydroxyethyl]-1-pyrrolidinyl]carbonyl]-N-(phenylmethyl)-1-pyrrolidinecarboxamide (3.36 g) in THF-ethanol (1:1, 50 ml), under ice-cooling, and the mixture was stirred at room temperature overnight. The reaction mixture was filtered with suction, and the filtrate was concentrated. The residue was dissolved in chloroform, and poured into ice water for separation. The aqueous la... As a reaction SMILES: [Cl-].[Li+].[BH4-].[Na+].C([O:7][C:8]([CH2:10][CH:11]([C@@H:13]1[CH2:17][CH2:16][CH2:15][N:14]1[C:18]([C@@H:20]1[CH2:24][CH2:23][CH2:22][N:21]1[C:25]([NH:27][CH2:28][C:29]1[CH:34]=[CH:33][CH:32]=[CH:31][CH:30]=1)=[O:26])=[O:19])[OH:12])=O)C>C1COCC1.C(O)C>[OH:12][CH:11]([C@@H:13]1[CH2:17][CH2:16][CH2:15][N:14]1[C:18]([C@@H:20]1[CH2:24][CH2:23][CH2:22][N:21]1[C:25]([NH:27][CH2:28][C:29]1[CH:30]=[CH:31][CH:32]=[CH:33][CH:34]=1)=[O:26])=[O:19])[CH2:10][CH2:8][OH:7] |f:0.1,2.3,5.6|. Run in C1CCOC1.C(C)O (THF ethanol). Reported procedure: 2.0 Grams (7.8 mmol) of 4-hydroxy-6-carboxy-5-methylthiochroman-1,1-dioxide was dissolved in 10 ml of t-amyl alcohol, and 1.0 g (8.6 mmol, 1.1 eq.) of 1-ethyl-5-hydroxypyrazole and 1.8 g (8.6 mmol, 1.1 eq.) of N,N'-dicyclohexylcarbodiimide were added. The mixture was stirred at room temperature for 3 hours. Then, 0.8 g (5.9 mmol) of potassium carbonate was added. The mixture was heated at 80° C. for 6 hours. After the completion of the reaction, the solvent was distilled off. The remaining oil w... Reactants: C([O-])([O-])=O.[K+].[K+] (potassium carbonate), C(C)N1N=CC=C1O (1-ethyl-5-hydroxypyrazole), C1(CCCCC1)N=C=NC1CCCCC1 (N,N'-dicyclohexylcarbodiimide), OC1CCS(C2=CC=C(C(=C12)C)C(=O)O)(=O)=O (4-hydroxy-6-carboxy-5-methylthiochroman-1,1-dioxide). RXN SMILES: [OH:1][CH:2]1[C:11]2[C:6](=[CH:7][CH:8]=[C:9]([C:13]([OH:15])=O)[C:10]=2[CH3:12])[S:5](=[O:17])(=[O:16])[CH2:4][CH2:3]1.[CH2:18]([N:20]1[C:24]([OH:25])=[CH:23][CH:22]=[N:21]1)[CH3:19].C1(N=C=NC2CCCCC2)CCCCC1.C(=O)([O-])[O-].[K+].[K+]>C(O)(CC)(C)C>[OH:1][CH:2]1[C:11]2[C:6](=[CH:7][CH:8]=[C:9]([C:13]([C:23]3[CH:22]=[N:21][N:20]([CH2:18][CH3:19])[C:24]=3[OH:25])=[O:15])[C:10]=2[CH3:12])[S:5](=[O:17])(=[O:16])[CH2:4][CH2:3]1 |f:3.4.5|. The product is OC1CCS(C2=CC=C(C(=C12)C)C(=O)C=1C=NN(C1O)CC)(=O)=O (4-hydroxy-5-methyl-6-(1-ethyl-5-hydroxypyrazol-4-yl)carbonylthiochroman-1,1-dioxide). Yield: 73.2%. Conditions: time 3 hour. The solvent is C(C)(C)(CC)O (t-amyl alcohol).